From a dataset of the Open Reaction Database (ORD), a public repository of structured organic reaction records. describe an organic reaction: reactants, conditions, products, and yield Starting materials: N1(CCC1)S(=O)(=O)N (azetidine-1-sulphonamide), C1(CCCCC1)P(C1=C(C=CC=C1)C1=C(C=C(C=C1C(C)C)C(C)C)C(C)C)C1CCCCC1 (2-dicyclohexylphosphino-2′,4′,6′-tri-isopropyl-1,1′-biphenyl), C([O-])([O-])=O.[Cs+].[Cs+] (cesium carbonate), N1=CN=CC=C1 (pyrimidine), ClC1=NC(=NC(=C1)O[C@H](C)[C@H]1OC(OC1)(C)C)SCC1=C(C(=CC=C1)F)F (4-chloro-2-[(2,3-difluorobenzyl)thio]-6-{(1R)-1-[(4S)-2,2-dimethyl-1,3-dioxolan-4-yl]ethoxy}pyrimidine), [Cl-].[NH4+] (ammonium chloride). Reagents/catalysts: C=1C=CC(=CC1)/C=C/C(=O)/C=C/C2=CC=CC=C2.C=1C=CC(=CC1)/C=C/C(=O)/C=C/C2=CC=CC=C2.C=1C=CC(=CC1)/C=C/C(=O)/C=C/C2=CC=CC=C2.[Pd].[Pd] (tris(dibenzylideneacetone)-dipalladium (0)). Solvent: O1CCOCC1 (dioxane). Conditions: temperature 100 celsius. The product is FC1=C(C=CC=C1F)CSC1=NC(=CC(=N1)NS(=O)(=O)N1CCC1)O[C@H](C)[C@H]1OC(OC1)(C)C (N-[2-[[(2,3-Difluorophenyl)methyl]thio]-6-[(1R)-1-[(4S)-2,2-dimethyl-1,3-dioxolan-4-yl]ethoxy]-4-pyrimidinyl]-1-azetidinesulfonamide). Reaction SMILES: [N:1]1([S:5]([NH2:8])(=[O:7])=[O:6])[CH2:4][CH2:3][CH2:2]1.C1(P(C2CCCCC2)C2C=CC=CC=2C2C(C(C)C)=CC(C(C)C)=CC=2C(C)C)CCCCC1.C(=O)([O-])[O-].[Cs+].[Cs+].N1C=CC=NC=1.Cl[C:56]1[CH:61]=[C:60]([O:62][C@@H:63]([C@@H:65]2[CH2:69][O:68][C:67]([CH3:71])([CH3:70])[O:66]2)[CH3:64])[N:59]=[C:58]([S:72][CH2:73][C:74]2[CH:79]=[CH:78][CH:77]=[C:76]([F:80])[C:75]=2[F:81])[N:57]=1.[Cl-].[NH4+]>O1CCOCC1.C1C=CC(/C=C/C(/C=C/C2C=CC=CC=2)=O)=CC=1.C1C=CC(/C=C/C(/C=C/C2C=CC=CC=2)=O)=CC=1.C1C=CC(/C=C/C(/C=C/C2C=CC=CC=2)=O)=CC=1.[Pd].[Pd]>[F:81][C:75]1[C:76]([F:80])=[CH:77][CH:78]=[CH:79][C:74]=1[CH2:73][S:72][C:58]1[N:57]=[C:56]([NH:8][S:5]([N:1]2[CH2:4][CH2:3][CH2:2]2)(=[O:7])=[O:6])[CH:61]=[C:60]([O:62][C@@H:63]([C@@H:65]2[CH2:69][O:68][C:67]([CH3:70])([CH3:71])[O:66]2)[CH3:64])[N:59]=1 |f:2.3.4,7.8,10.11.12.13.14|. Procedure: A mixture of azetidine-1-sulphonamide (prepared according to patent WO 2004/011443, 0.16 g), tris(dibenzylideneacetone)-dipalladium (0) (33 mg), 2-dicyclohexylphosphino-2′,4′,6′-tri-isopropyl-1,1′-biphenyl (XPHOS) (17 mg), cesium carbonate (0.28 g) and 4 chloro-2-[[(2,3-difluorophenyl)methyl]thio]-6-[1R)-1-[(4S)-2,2-dimethyl-1,3-dioxolan-4-yl]ethoxy]-pyrimidine (the product of step i) (0.25 g) in dioxane (10 mL) was heated at reflux in a microwave at 100° C., 300 W, open vessel with cooling for ... The reactants are CC(C)(C)OC(=O)CBr, CCCC[N+](CCCC)(CCCC)CCCC, Cc1ccccc1, C=CC(C)O, [Na+], [OH-], O=S(=O)([O-])O. Product: C=CC(C)OCC(=O)OC(C)(C)C. As a reaction SMILES: [Br:8][CH2:9][C:10](=[O:11])[O:12][C:13]([CH3:14])([CH3:15])[CH3:16].[CH2:22]([N+:23]([CH2:24][CH2:25][CH2:26][CH3:27])([CH2:28][CH2:29][CH2:30][CH3:31])[CH2:32][CH2:33][CH2:34][CH3:35])[CH2:36][CH2:37][CH3:38].[CH3:39][c:40]1[cH:41][cH:42][cH:43][cH:44][cH:45]1.[CH3:3][CH:4]([CH:5]=[CH2:6])[OH:7].[Na+:2].[OH-:1].[S:17]([O-:18])([OH:19])(=[O:20])=[O:21]>>[CH3:3][CH:4]([CH:5]=[CH2:6])[O:7][CH2:9][C:10](=[O:11])[O:12][C:13]([CH3:14])([CH3:15])[CH3:16]. Starting materials: N#Cc1ccc(C=O)cc1, C1CCOC1, CCOC(C)=O, CC(=O)O, Cl, COc1ccc(CCN2C(=O)N(N)CC2c2ccc(C)c(C)c2)cc1, [Na+], O=C([O-])O, O. The product is COc1ccc(CCN2C(=O)N(NCc3ccc(C#N)cc3)CC2c2ccc(C)c(C)c2)cc1. Reaction SMILES: [C:32](#[N:33])[c:34]1[cH:35][cH:36][c:37]([CH:38]=[O:39])[cH:40][cH:41]1.[CH2:27]1[O:28][CH2:29][CH2:30][CH2:31]1.[CH3:48][CH2:49][O:50][C:51](=[O:52])[CH3:53].[CH3:54][C:55](=[O:56])[OH:57].[ClH:1].[NH2:2][N:3]1[C:4](=[O:26])[N:5]([CH2:16][CH2:17][c:18]2[cH:19][cH:20][c:21]([O:24][CH3:25])[cH:22][cH:23]2)[CH:6]([c:8]2[cH:9][c:10]([CH3:15])[c:11]([CH3:14])[cH:12][cH:13]2)[CH2:7]1.[Na+:46].[O-:42][C:43]([OH:44])=[O:45].[OH2:47]>>[NH:2]([N:3]1[C:4](=[O:26])[N:5]([CH2:16][CH2:17][c:18]2[cH:19][cH:20][c:21]([O:24][CH3:25])[cH:22][cH:23]2)[CH:6]([c:8]2[cH:9][c:10]([CH3:15])[c:11]([CH3:14])[cH:12][cH:13]2)[CH2:7]1)[CH2:38][c:37]1[cH:36][cH:35][c:34]([C:32]#[N:33])[cH:41][cH:40]1. Reactants: N (ammonia), C(C)(=O)OC1=C(C=C2C(=NC=NC2=C1)NC1=C(C=C(C(=C1)OCC1=CC=CC=C1)C)F)OC (7-acetoxy4-(5-benzyloxy-2-fluoro-4-methylanilino)-6-methoxyquinazoline). Solvent: CO (methanol). Reaction conditions: time 30 minute. Product: C(C1=CC=CC=C1)OC=1C(=CC(=C(NC2=NC=NC3=CC(=C(C=C23)OC)O)C1)F)C (4-(5-benzyloxy-2-fluoro-4-methylanilino)-7-hydroxy-6-methoxyquinazoline). Isolated yield 87.1%. As a reaction SMILES: N.C([O:5][C:6]1[CH:15]=[C:14]2[C:9]([C:10]([NH:16][C:17]3[CH:22]=[C:21]([O:23][CH2:24][C:25]4[CH:30]=[CH:29][CH:28]=[CH:27][CH:26]=4)[C:20]([CH3:31])=[CH:19][C:18]=3[F:32])=[N:11][CH:12]=[N:13]2)=[CH:8][C:7]=1[O:33][CH3:34])(=O)C>CO>[CH2:24]([O:23][C:21]1[C:20]([CH3:31])=[CH:19][C:18]([F:32])=[C:17]([CH:22]=1)[NH:16][C:10]1[C:9]2[C:14](=[CH:15][C:6]([OH:5])=[C:7]([O:33][CH3:34])[CH:8]=2)[N:13]=[CH:12][N:11]=1)[C:25]1[CH:26]=[CH:27][CH:28]=[CH:29][CH:30]=1. Procedure: Concentrated aqueous ammonia (25 ml) was added to a solution of 7-acetoxy4-(5-benzyloxy-2-fluoro-4-methylanilino)-6-methoxyquinazoline (1.5 g, 3.4 mmol) in methanol (100 ml). The mixture was stirred at ambient temperature for 30 minutes, and most of the organic volatiles were then removed by evaporation. Further water was added and the precipitate was collected by filtration, washed with water and dried to give 4-(5-benzyloxy-2-fluoro-4-methylanilino)-7-hydroxy-6-methoxyquinazoline (1.2 g, 89%) ... Reactants: C(C)(C)(C)NC(\C=C(\C)/N)=O (N-t-Butyl-3-aminocrotonamide), ClC1=C(C=O)C=CC=C1 (2-chlorobenzaldehyde), CN1C(=NC2=C1C=CC=C2)CCCOCC(CC(=O)OCC)=O (ethyl 4-[3-(1-methylbenzimidazol-2-yl)propoxy]-3-ketobutanoate). Solvent: C(C)O (ethanol). The product is C(C)(C)(C)NC(=O)C=1C(C(=C(NC1C)COCCCC1=NC2=C(N1C)C=CC=C2)C(=O)OCC)C2=C(C=CC=C2)Cl (5-(N-t-Butylcarbamoyl)-4-(2-chlorophenyl)-3-ethoxycarbonyl-6-methyl-2-[3-(1-methylbenzimidazol-2-yl)propoxymethyl]-1,4-dihydropyridine). Yield: 14.3%. RXN SMILES: [C:1]([NH:5][C:6](=[O:11])/[CH:7]=[C:8](\[NH2:10])/[CH3:9])([CH3:4])([CH3:3])[CH3:2].[Cl:12][C:13]1[CH:20]=[CH:19][CH:18]=[CH:17][C:14]=1[CH:15]=O.[CH3:21][N:22]1[C:26]2[CH:27]=[CH:28][CH:29]=[CH:30][C:25]=2[N:24]=[C:23]1[CH2:31][CH2:32][CH2:33][O:34][CH2:35][C:36](=O)[CH2:37][C:38]([O:40][CH2:41][CH3:42])=[O:39]>C(O)C>[C:1]([NH:5][C:6]([C:7]1[CH:15]([C:14]2[CH:17]=[CH:18][CH:19]=[CH:20][C:13]=2[Cl:12])[C:37]([C:38]([O:40][CH2:41][CH3:42])=[O:39])=[C:36]([CH2:35][O:34][CH2:33][CH2:32][CH2:31][C:23]2[N:22]([CH3:21])[C:26]3[CH:27]=[CH:28][CH:29]=[CH:30][C:25]=3[N:24]=2)[NH:10][C:8]=1[CH3:9])=[O:11])([CH3:4])([CH3:2])[CH3:3]. Procedure details: N-t-Butyl-3-aminocrotonamide (0.63 g), 2-chlorobenzaldehyde (0.56 g) and ethyl 4-[3-(1-methylbenzimidazol-2-yl)propoxy]-3-ketobutanoate (1.27 g) were dissolved in ethanol (16 ml) and stirred under reflux for 15 hours. The reaction mixture was cooled and the solvent removed under reduced pressure. The residue was chromatographed on silica eluting with 3% methanol in ethyl acetate. The fractions containing the product were combined and evaporated. Recrystallisation of the resulting foam from ethan... The reactants are C(C1=CC=CC=C1)OC1=CC=C(C=C1)OCCCNC(C)C (1-Benzyloxy-4-[3-(1-methylethyl)aminopropoxy]benzene). Reagents/catalysts: [Pd] (palladium on carbon). The solvent is C(C)O (ethanol). Yields the product CC(C)NCCCOC1=CC=C(C=C1)O (4-[3-(1-methylethyl)aminopropoxy]phenol). Isolated yield 100.8%. As a reaction SMILES: C([O:8][C:9]1[CH:14]=[CH:13][C:12]([O:15][CH2:16][CH2:17][CH2:18][NH:19][CH:20]([CH3:22])[CH3:21])=[CH:11][CH:10]=1)C1C=CC=CC=1>[Pd].C(O)C>[CH3:22][CH:20]([NH:19][CH2:18][CH2:17][CH2:16][O:15][C:12]1[CH:13]=[CH:14][C:9]([OH:8])=[CH:10][CH:11]=1)[CH3:21]. Procedure details: 1-Benzyloxy-4-[3-(1-methylethyl)aminopropoxy]benzene (11.5 g) was added to an hydrogenation bottle containing 250 ml of ethanol and hydrogenated over 1 g of 10% palladium on carbon (room temperature; starting pressure of 50 psi). After the theoretical uptake of hydrogen, the mixture was filtered and the solvent distilled in vacuo giving 8.1 g of 4-[3-(1-methylethyl)aminopropoxy]phenol, mp 92°-100° (96.4% pure by gas chromatography). Mass spectrum was compatible. Reaction SMILES: [F:1][C:2]([F:35])([F:34])[C:3]1[CH:4]=[C:5]([C@H:13]([O:15][C@H:16]2[O:24][CH2:23][C@@H:19]3[CH2:20][NH:21][CH2:22][C@H:18]3[C@@H:17]2[C:25]2[CH:30]=[C:29]([I:31])[C:28]([F:32])=[CH:27][C:26]=2[CH3:33])[CH3:14])[CH:6]=[C:7]([C:9]([F:12])([F:11])[F:10])[CH:8]=1.[C:36](OC(=O)C)(=[O:38])[CH3:37]>>[C:36]([N:21]1[CH2:22][C@H:18]2[C@H:17]([C:25]3[CH:30]=[C:29]([I:31])[C:28]([F:32])=[CH:27][C:26]=3[CH3:33])[C@@H:16]([O:15][C@@H:13]([C:5]3[CH:6]=[C:7]([C:9]([F:10])([F:11])[F:12])[CH:8]=[C:3]([C:2]([F:1])([F:34])[F:35])[CH:4]=3)[CH3:14])[O:24][CH2:23][C@@H:19]2[CH2:20]1)(=[O:38])[CH3:37]. The product is C(C)(=O)N1C[C@@H]2[C@@H](C1)[C@@H]([C@H](OC2)O[C@H](C)C2=CC(=CC(=C2)C(F)(F)F)C(F)(F)F)C2=C(C=C(C(=C2)I)F)C ((3aS,6R,7R,7aR)-2-acetyl-6-{(1R)-1-[3,5-bis(Trifluoromethyl)phenyl]ethoxy}-7-(4-fluoro-5-iodo-2-methylphenyl)octahydropyrano[3,4-c]pyrrole). Procedure details: The title compound was prepared from (3aS,6R,7R,7aR)-6-{(1R)-1-[3,5-bis(trifluoromethyl)phenyl]ethoxy}-7-(4-fluoro-5-iodo-2-methylphenyl)octahydropyrano[3,4-c]pyrrole and acetic anhydride according to the procedures used for example 19. MS: (MH)+660. The reactants are FC(C=1C=C(C=C(C1)C(F)(F)F)[C@@H](C)O[C@@H]1[C@H]([C@H]2[C@@H](CNC2)CO1)C1=C(C=C(C(=C1)I)F)C)(F)F ((3aS,6R,7R,7aR)-6-{(1R)-1-[3,5-bis(trifluoromethyl)phenyl]ethoxy}-7-(4-fluoro-5-iodo-2-methylphenyl)octahydropyrano[3,4-c]pyrrole), C(C)(=O)OC(C)=O (acetic anhydride). Starting materials: COc1ccc(Cn2nc(N3CCC(N(C)C)C3)c3c(Oc4ccc(NC(=O)c5ccnn(-c6ccc(F)cc6)c5=O)cc4F)ccnc32)cc1, O=C(O)C(F)(F)F. The product is CN(C)C1CCN(c2n[nH]c3nccc(Oc4ccc(NC(=O)c5ccnn(-c6ccc(F)cc6)c5=O)cc4F)c23)C1. Reaction SMILES: [CH3:1][O:2][c:3]1[cH:4][cH:5][c:6]([CH2:7][n:8]2[n:9][c:10]([N:42]3[CH2:43][CH:44]([N:47]([CH3:48])[CH3:49])[CH2:45][CH2:46]3)[c:11]3[c:12]2[n:13][cH:14][cH:15][c:16]3[O:17][c:18]2[c:19]([F:41])[cH:20][c:21]([NH:24][C:25](=[O:26])[c:27]3[c:28](=[O:40])[n:29](-[c:33]4[cH:34][cH:35][c:36]([F:39])[cH:37][cH:38]4)[n:30][cH:31][cH:32]3)[cH:22][cH:23]2)[cH:50][cH:51]1.[F:52][C:53]([F:54])([F:55])[C:56]([OH:57])=[O:58]>>[nH:8]1[n:9][c:10]([N:42]2[CH2:43][CH:44]([N:47]([CH3:48])[CH3:49])[CH2:45][CH2:46]2)[c:11]2[c:12]1[n:13][cH:14][cH:15][c:16]2[O:17][c:18]1[c:19]([F:41])[cH:20][c:21]([NH:24][C:25](=[O:26])[c:27]2[c:28](=[O:40])[n:29](-[c:33]3[cH:34][cH:35][c:36]([F:39])[cH:37][cH:38]3)[n:30][cH:31][cH:32]2)[cH:22][cH:23]1. Starting materials: CO (methanol), C(#N)C=1N(C=CN1)CC=1SC=CC1 (2-cyano-1-(2-thienylmethyl)-1H-imidazole), [Na] (sodium), CO (methanol). The product is S1C(=CC=C1)CN1C(=NC=C1)C(OC)=N (methyl 1-(2-thienylmethyl)-1H-imidazole-2-carboximidate). RXN SMILES: [C:1]([C:3]1[N:4]([CH2:8][C:9]2[S:10][CH:11]=[CH:12][CH:13]=2)[CH:5]=[CH:6][N:7]=1)#[N:2].[Na].[CH3:15][OH:16]>>[S:10]1[CH:11]=[CH:12][CH:13]=[C:9]1[CH2:8][N:4]1[CH:5]=[CH:6][N:7]=[C:3]1[C:1](=[NH:2])[O:16][CH3:15] |^1:13|. Reported procedure: A mixture was prepared from 7.6 g of 2-cyano-1-(2-thienylmethyl)-1H-imidazole, 300 ml of methanol and 100 mg of sodium. This gave a methanol solution of methyl 1-(2-thienylmethyl)-1H-imidazole-2-carboximidate which was mixed with 6.9 g of ammonium chloride. The resulting mixture was flash chromatographed (chloroform:methanol:ammonium hydroxide 56:7:1) to give a pale tan oil which crystallized on drying under vacuum. A portion of this solid was dissolved in hot ethanol and an ethanolic solution o...